describe an organic reaction: reactants, conditions, products, and yield From a dataset of the Open Reaction Database (ORD), a public repository of structured organic reaction records. Starting materials: CC1([C@@H](N2[C@H](S1)[C@@H](C2=O)NC(=O)[C@@H](C=3C=CC=CC3)N)C(=O)O)C (ampicillin), CC1([C@@H](N2[C@H](S1)[C@@H](C2=O)NC(=O)[C@@H](C=3C=CC=CC3)N)C(=O)O)C (ampicillin), O=C[C@H](O)[C@@H](O)[C@@H](O)[C@H](O)CO (galactose), C[C@@H]1CC(=O)[C@]2([C@@H](O1)O[C@@H]3[C@H]([C@@H]([C@@H]([C@@H]([C@H]3O2)NC)O)NC)O)O (spectinomycin), CC(C1CCC(C(O1)OC2C(CC(C(C2O)OC3C(C(C(CO3)(C)O)NC)O)N)N)N)NC (gentamycin), O=C[C@H](O)[C@@H](O)[C@@H](O)[C@H](O)CO (galactose). The solvent is OCC(O)CO (glycerol). Conditions: time 8 hour. The product is OC1[C@H](O)[C@@H](O)[C@@H](O)[C@H](O1)CO (Gal). As a reaction SMILES: CC1(C)S[C@@H]2[C@H](NC([C@H](N)C3C=CC=CC=3)=O)C(=O)N2[C@H]1C(O)=O.C[C@H]1O[C@H]2O[C@H]3[C@H](O[C@@]2(O)C(=O)C1)[C@@H](NC)[C@@H](O)[C@@H](NC)[C@@H]3O.CC(NC)C1OC(OC2C(O)C(OC3OCC(O)(C)C(NC)C3O)C(N)CC2N)C(N)CC1.[O:81]=[CH:82][C@@H:83]([C@H:85]([C@H:87]([C@@H:89]([CH2:91][OH:92])[OH:90])[OH:88])[OH:86])[OH:84]>OCC(CO)O>[OH:81][CH:82]1[O:90][C@H:89]([CH2:91][OH:92])[C@H:87]([OH:88])[C@H:85]([OH:86])[C@H:83]1[OH:84]. Procedure: Eight co-integrants each from the crosses summarized in Table 2 were streaked for single colonies (from cultures cryo-preserved in 10% glycerol; described in Section 6.4)) on Luria broth plates with ampicillin (100 μg/ml), spectinomycin (50 μg/ml) and gentamycin (10 μg/ml). Single colonies were inoculated into Luria broth liquid (without drug) and incubated overnight at 37° C. with gyratory shaking. Ten microliters (each) from these cultures were spread on a MacConkey Agar (base; Becton Dickson,... Reported procedure: To a solution of 4-methoxy thiophenol (5 mL, 40.7 mmol) and methyl-3-nitro-4-chlorobenzoate (10.52 g, 48.8 mmol) in DMF (40 mL) was added CsCO3 (26.5 g, 81.4 mmol) and the reaction mixture heated at 80° C. for 3 hours. After cooling, the solution was poured into water and extracted with ethyl acetate (3×100 mL). The combined organic layers were dried over MgSO4, filtered, and concentrated under vacuum to afford the title compound after chromatography on silica gel using ethyl acetate/hexanes as ... The solvent is CN(C)C=O (DMF). Yields the product COC(C1=CC(=C(C=C1)SC1=CC=C(C=C1)OC)[N+](=O)[O-])=O (4-(4-Methoxy-phenylsulfanyl)-3-nitro-benzoic acid methyl ester). The reactants are O (water), COC1=CC=C(C=C1)S (4-methoxy thiophenol), COC(C1=CC(=C(C=C1)Cl)[N+](=O)[O-])=O (methyl-3-nitro-4-chlorobenzoate), CsCO3. Reaction conditions: temperature 80 celsius. As a reaction SMILES: [CH3:1][O:2][C:3]1[CH:8]=[CH:7][C:6]([SH:9])=[CH:5][CH:4]=1.[CH3:10][O:11][C:12](=[O:23])[C:13]1[CH:18]=[CH:17][C:16](Cl)=[C:15]([N+:20]([O-:22])=[O:21])[CH:14]=1.O>CN(C=O)C>[CH3:10][O:11][C:12](=[O:23])[C:13]1[CH:18]=[CH:17][C:16]([S:9][C:6]2[CH:7]=[CH:8][C:3]([O:2][CH3:1])=[CH:4][CH:5]=2)=[C:15]([N+:20]([O-:22])=[O:21])[CH:14]=1.